This data is from the Open Reaction Database (ORD), a public repository of structured organic reaction records. The task is: describe an organic reaction: reactants, conditions, products, and yield The reactants are Cc1ccccc1N1CCNC(C(N)=O)C1, ClCCCl, CCN(C(C)C)C(C)C, O=C(O)Cc1ccc(F)cc1OCC(F)(F)F, CN(C)C=O, On1nnc2ccccc21. The product is Cc1ccccc1N1CCN(C(=O)Cc2ccc(F)cc2OCC(F)(F)F)C(C(N)=O)C1. Reaction SMILES: [C:18]([NH2:19])(=[O:20])[CH:21]1[NH:22][CH2:23][CH2:24][N:25]([c:27]2[c:28]([CH3:33])[cH:29][cH:30][cH:31][cH:32]2)[CH2:26]1.[CH2:44]([Cl:45])[CH2:46][Cl:47].[CH:48]([N:49]([CH2:50][CH3:51])[CH:52]([CH3:53])[CH3:54])([CH3:55])[CH3:56].[F:1][C:2]([CH2:3][O:4][c:5]1[c:6]([CH2:12][C:13](=[O:14])[OH:15])[cH:7][cH:8][c:9]([F:11])[cH:10]1)([F:16])[F:17].[O:57]=[CH:58][N:59]([CH3:60])[CH3:61].[OH:34][n:35]1[c:36]2[c:37]([cH:38][cH:39][cH:40][cH:41]2)[n:42][n:43]1>>[F:1][C:2]([CH2:3][O:4][c:5]1[c:6]([CH2:12][C:13](=[O:15])[N:22]2[CH:21]([C:18]([NH2:19])=[O:20])[CH2:26][N:25]([c:27]3[c:28]([CH3:33])[cH:29][cH:30][cH:31][cH:32]3)[CH2:24][CH2:23]2)[cH:7][cH:8][c:9]([F:11])[cH:10]1)([F:16])[F:17]. Reactants: OC1=C(C=CC=C1)NC=1OCC(C1C(=O)OCC)=O (ethyl 2-[(2-hydroxyphenyl)amino]-4-oxo-4,5-dihydrofuran-3-carboxylate), C(C)(=O)OCC (ethyl acetate), ClCCO (2-chloroethanol), C([O-])([O-])=O.[K+].[K+] (potassium carbonate). Solvent: CN(C=O)C (N,N-dimethylformamide). Conditions: temperature 90 celsius, time 2 day. The product is OCCOC1=C(C=CC=C1)NC=1OCC(C1C(=O)OCC)=O (ethyl 2-{[2-(2-hydroxyethoxy)phenyl]amino}-4-oxo-4,5-dihydrofuran-3-carboxylate). As a reaction SMILES: [OH:1][C:2]1[CH:7]=[CH:6][CH:5]=[CH:4][C:3]=1[NH:8][C:9]1[O:10][CH2:11][C:12](=[O:19])[C:13]=1[C:14]([O:16][CH2:17][CH3:18])=[O:15].Cl[CH2:21][CH2:22][OH:23].C(=O)([O-])[O-].[K+].[K+].C(OCC)(=O)C>CN(C)C=O>[OH:23][CH2:22][CH2:21][O:1][C:2]1[CH:7]=[CH:6][CH:5]=[CH:4][C:3]=1[NH:8][C:9]1[O:10][CH2:11][C:12](=[O:19])[C:13]=1[C:14]([O:16][CH2:17][CH3:18])=[O:15] |f:2.3.4|. Procedure: A solution of ethyl 2-[(2-hydroxyphenyl)amino]-4-oxo-4,5-dihydrofuran-3-carboxylate (0.10 g, 0.38 mmol) which similarly prepared according to the procedure described in the Example 4, First step, 2-chloroethanol (0.038 mL, 0.57 mmol) and potassium carbonate (0.11 g, 0.80 mmol) in N,N-dimethylformamide (2.0 mL) was stirred at 90° C. for 2 days. Cooled to ambient temperature, ethyl acetate was added to the reaction mixture, the organic layer was washed with aqueous 5% citric acid solution, water a... Starting materials: CC1(C(C2=CC=CC=C2C1)O)C (2,2-dimethyl-indan-1-ol), N1C=NC(=C1)C(=O)OC (methyl 4-imidazolecarboxylate), C1(=CC=CC=C1)P(C1=CC=CC=C1)C1=CC=CC=C1 (triphenylphosphine), N(=NC(=O)OC(C)C)C(=O)OC(C)C (diisopropyl azodicarboxylate). Solvent: C1CCOC1 (THF), C(=O)(O)[O-].[Na+] (NaHCO3), C(C)(=O)OCC (ethyl acetate). Conditions: temperature 0 celsius. Yields the product COC(=O)C=1N(C=NC1)C1C(CC2=CC=CC=C12)(C)C (3-(2,2-dimethyl-indan-1-yl)-3H-imidazole-4-carboxylic acid methyl ester). As a reaction SMILES: [CH3:1][C:2]1([CH3:12])[CH2:10][C:9]2[C:4](=[CH:5][CH:6]=[CH:7][CH:8]=2)[CH:3]1O.[NH:13]1[CH:17]=[C:16]([C:18]([O:20][CH3:21])=[O:19])[N:15]=[CH:14]1.C1(P(C2C=CC=CC=2)C2C=CC=CC=2)C=CC=CC=1.N(C(OC(C)C)=O)=NC(OC(C)C)=O>C1COCC1.C([O-])(O)=O.[Na+].C(OCC)(=O)C>[CH3:21][O:20][C:18]([C:16]1[N:15]([CH:3]2[C:4]3[C:9](=[CH:8][CH:7]=[CH:6][CH:5]=3)[CH2:10][C:2]2([CH3:12])[CH3:1])[CH:14]=[N:13][CH:17]=1)=[O:19] |f:5.6|. Reported procedure: To a solution of 2,2-dimethyl-indan-1-ol (3.5 g, 21.6 mmol) in THF (160 mL) is added methyl 4-imidazolecarboxylate (CAS#17325-26-7, 4.1 g, 32.3 mmol), and triphenylphosphine (9.09 g, 34.5 mmol). The reaction is cooled to 0° C. and diisopropyl azodicarboxylate (6.67 mL, 34.5 mmol) is added. After one hour the reaction is diluted with saturated aqueous NaHCO3 and ethyl acetate. The layers are separated and the organic layer is dried with Na2SO4, filtered, and concentrated. The resulting residue is...